This data is from the Open Reaction Database (ORD), a public repository of structured organic reaction records. The task is: describe an organic reaction: reactants, conditions, products, and yield The reactants are O=C([O-])[O-], C1COCCO1, CCCN(C)C(=O)c1cc(I)cc(C(=O)OC)c1, ClCCl, [Cs+], [Cs+], [Cu]I, NCCN, O=C1CCCN1. Product: CCCN(C)C(=O)c1cc(C(=O)OC)cc(N2CCCC2=O)c1. Reaction SMILES: [C:29](=[O:30])([O-:31])[O-:32].[CH2:35]1[O:36][CH2:37][CH2:38][O:39][CH2:40]1.[CH3:1][O:2][C:3]([c:4]1[cH:5][c:6]([C:7](=[O:8])[N:9]([CH2:10][CH2:11][CH3:12])[CH3:13])[cH:14][c:15]([I:17])[cH:16]1)=[O:18].[Cl:41][CH2:42][Cl:43].[Cs+:33].[Cs+:34].[Cu:44][I:45].[NH2:25][CH2:26][CH2:27][NH2:28].[NH:19]1[C:20](=[O:24])[CH2:21][CH2:22][CH2:23]1>>[CH3:1][O:2][C:3]([c:4]1[cH:5][c:6]([C:7](=[O:8])[N:9]([CH2:10][CH2:11][CH3:12])[CH3:13])[cH:14][c:15]([N:19]2[C:20](=[O:24])[CH2:21][CH2:22][CH2:23]2)[cH:16]1)=[O:18]. Starting materials: BrC(C)C1=CC=NC=2N1N=CN2 (7-(1-bromoethyl)-1,2,4-triazolo[1,5-a]pyrimidine), FC(OC1=CC=C(C=C1)O)(F)F (4-trifluoromethoxyphenol), [H-].[Na+] (sodium hydride). Run in COCCOC (1,2-dimethoxyethane), COCCOC (1,2-dimethoxyethane), COCCOC (1,2-dimethoxyethane). Conditions: time 30 minute. The product is FC(OC1=CC=C(OC(C)C2=CC=NC=3N2N=CN3)C=C1)(F)F (7-[1-(4-trifluoromethoxyphenoxy)ethyl]-1,2,4-triazolo[1,5-a]pyrimidine). As a reaction SMILES: [F:1][C:2]([F:12])([F:11])[O:3][C:4]1[CH:9]=[CH:8][C:7]([OH:10])=[CH:6][CH:5]=1.[H-].[Na+].Br[CH:16]([C:18]1[N:23]2[N:24]=[CH:25][N:26]=[C:22]2[N:21]=[CH:20][CH:19]=1)[CH3:17]>COCCOC>[F:1][C:2]([F:11])([F:12])[O:3][C:4]1[CH:5]=[CH:6][C:7]([O:10][CH:16]([C:18]2[N:23]3[N:24]=[CH:25][N:26]=[C:22]3[N:21]=[CH:20][CH:19]=2)[CH3:17])=[CH:8][CH:9]=1 |f:1.2|. Procedure: A solution of 4-trifluoromethoxyphenol (1.78 g) in dry 1,2-dimethoxyethane was added slowly to a stirred suspension of sodium hydride (0.48 g) in dry 1,2-dimethoxyethane (35 ml). The mixture was stirred for 30 minutes, then a solution of 7-(1-bromoethyl)-1,2,4-triazolo[1,5-a]pyrimidine (2,27 g, prepared in a similar manner to that described in Example 6 above) in dry 1,2-dimethoxyethane (85 ml) was added dropwise. The reaction mixture was stirred for 4 hours at room temperature. The sodium bromi... The reactants are salt, CC[C@@]12CCCN3[C@@H]1C4=C(C=5C=CC=CC5N4C(=C2)C(=O)OC)CC3 (apovincamine), C(C(C)(C)C)(=O)O (pivalic acid), CC[C@@]12CCCN3[C@@H]1C4=C(C=5C=CC=CC5N4C(=C2)C(=O)OC)CC3 (apovincamine). Run in O (water), alcohol. Yields the product CC[C@@]12CCCN3[C@@H]1C4=C(C=5C=CC=CC5N4C(=C2)C(=O)OC)CC3.C(C(C)(C)C)(=O)[O-] (Apovincamine pivalate). RXN SMILES: [C:1]([OH:7])(=[O:6])[C:2]([CH3:5])([CH3:4])[CH3:3].[CH3:8][CH2:9][C@:10]12[CH:26]=[C:25]([C:27]([O:29][CH3:30])=[O:28])[N:24]3[C:16]4=[C:17]([CH2:31][CH2:32][N:14]([C@@H:15]14)[CH2:13][CH2:12][CH2:11]2)[C:18]1[CH:19]=[CH:20][CH:21]=[CH:22][C:23]=13>O>[CH3:8][CH2:9][C@:10]12[CH:26]=[C:25]([C:27]([O:29][CH3:30])=[O:28])[N:24]3[C:16]4=[C:17]([CH2:31][CH2:32][N:14]([C@@H:15]14)[CH2:13][CH2:12][CH2:11]2)[C:18]1[CH:19]=[CH:20][CH:21]=[CH:22][C:23]=13.[C:1]([O-:7])(=[O:6])[C:2]([CH3:5])([CH3:4])[CH3:3] |f:3.4|. Reported procedure: According to the method of the preceding example, 4 g of the salt are prepared starting from 1.02 g of pivalic acid and 3.36 g of apovincamine. The product has melting point of 110° C., is insoluble in water and soluble in alcohol; the apovincamine content thereof is 73.8%. Starting materials: ClC1=CC=C(CC=2C(NC(=NC2)SC)=O)C=C1 (5-(4-chlorobenzyl)-2-methylthio-4-pyrimidone), CC1=C(N=CN1)CSCCN (2-(5-methyl-4-imidazolylmethylthio)ethylamine). Product: CC1=C(N=CN1)CSCCNC1=NC=C(C(N1)=O)CC1=CC=C(C=C1)Cl (2-[2-(5-methyl-4-imidazolylmethylthio)ethylamino]-5-(4-chlorobenzyl)-4-pyrimidone). Reaction SMILES: [Cl:1][C:2]1[CH:17]=[CH:16][C:5]([CH2:6][C:7]2[C:8](=[O:15])[NH:9][C:10](SC)=[N:11][CH:12]=2)=[CH:4][CH:3]=1.[CH3:18][C:19]1[NH:23][CH:22]=[N:21][C:20]=1[CH2:24][S:25][CH2:26][CH2:27][NH2:28]>>[CH3:18][C:19]1[NH:23][CH:22]=[N:21][C:20]=1[CH2:24][S:25][CH2:26][CH2:27][NH:28][C:10]1[NH:9][C:8](=[O:15])[C:7]([CH2:6][C:5]2[CH:4]=[CH:3][C:2]([Cl:1])=[CH:17][CH:16]=2)=[CH:12][N:11]=1. Procedure: An intimate mixture of 5-(4-chlorobenzyl)-2-methylthio-4-pyrimidone (17.7 g) and 2-(5-methyl-4-imidazolylmethylthio)ethylamine (11.4 g) was heated at 145°-150° for 5 hours. After cooling, the reaction mixture was triturated with water to give the free base, which was separated by decantation and recrystallised from methanol to give 2-[2-(5-methyl-4-imidazolylmethylthio)ethylamino]-5-(4-chlorobenzyl)-4-pyrimidone m.p. 204.5°-206°. Reaction SMILES: [CH3:27][CH2:28][O:29][C:30]([CH3:31])=[O:32].[CH3:33][C:34](=[O:35])[OH:36].[CH:1]1([CH2:4][n:5]2[c:6]([CH2:17][c:18]3[cH:19][cH:20][c:21]([O:24][CH2:25][CH3:26])[cH:22][cH:23]3)[n:7][c:8]3[c:9]2[n:10][cH:11][c:12]([N+:14]([O-:15])=[O:16])[cH:13]3)[CH2:2][CH2:3]1>>[CH:1]1([CH2:4][n:5]2[c:6]([CH2:17][c:18]3[cH:19][cH:20][c:21]([O:24][CH2:25][CH3:26])[cH:22][cH:23]3)[n:7][c:8]3[c:9]2[n:10][cH:11][c:12]([NH2:14])[cH:13]3)[CH2:2][CH2:3]1. Product: CCOc1ccc(Cc2nc3cc(N)cnc3n2CC2CC2)cc1. The reactants are CCOC(C)=O, CC(=O)O, CCOc1ccc(Cc2nc3cc([N+](=O)[O-])cnc3n2CC2CC2)cc1. Reactants: CC(=O)C.OS(=O)(=O)O.O=[Cr](=O)=O (Jones reagent), CC(=CC)[C@H]1CC[C@H]2[C@@H]3CC=C4C[C@H](CC[C@]4(C)[C@H]3CC[C@]12C)O (20,21-Dimethylpregna-5,20-dien-3β-ol). Solvent: CC(=O)C (acetone). Run at time 45 minute. Product: CC(=CC)[C@H]1CC[C@H]2[C@@H]3CC(C4=CC(CC[C@]4(C)[C@H]3CC[C@]12C)=O)=O (20,21-Dimethylpregna-4,20-dien-3,6-dione). The yield is 29.0%. Reaction SMILES: CC(C)=[O:3].OS(O)(=O)=O.O=[Cr](=O)=O.[CH3:14][C:15]([C@@H:18]1[C@:35]2([CH3:36])[C@H:21]([C@H:22]3[C@H:32]([CH2:33][CH2:34]2)[C@:30]2([CH3:31])[C:25]([CH2:26][C@@H:27]([OH:37])[CH2:28][CH2:29]2)=[CH:24][CH2:23]3)[CH2:20][CH2:19]1)=[CH:16][CH3:17]>CC(C)=O>[CH3:14][C:15]([C@@H:18]1[C@:35]2([CH3:36])[C@H:21]([C@H:22]3[C@H:32]([CH2:33][CH2:34]2)[C@:30]2([CH3:31])[C:25](=[CH:26][C:27](=[O:37])[CH2:28][CH2:29]2)[C:24](=[O:3])[CH2:23]3)[CH2:20][CH2:19]1)=[CH:16][CH3:17] |f:0.1.2|. Procedure details: Jones reagent (2.67M, 2.0 mL. 5.3 mmol) was added to a solution of 20,21 -dimethylpregna-5,20-dien-3β-ol (6, 460.1 mg, 1.400 mmol) in 50 mL of acetone and the reaction was stirred 45 min. After quenching with 2-propanol (1.0 mL) the mixture was poured into 100 mL of water and extracted three times with 50 mL of ethyl acetate. The combined organic extracts were washed with 50 mL of saturated sodium bicarbonate+50 mL of brine, dried over magnesium sulfate, and filtered through Celite. The residue ... Starting materials: CNC (dimethylamine), CNCCNCCNC (1,7-dimethyldiethylenetriamine), CN(P(N(C)C)N(C)C)C (hexamethylphosphorous triamide), CNC (dimethylamine). Run at temperature 125 celsius. The product is CN1P2N(CCN2CC1)C (2,8-dimethyl-2,5,8-triaza-1-phosphabicyclo[3.3.0]octane). Yield: 94.8%. RXN SMILES: CNCCNCCNC.CNC.[CH3:13][N:14]([CH3:22])[P:15]([N:19]([CH3:21])[CH3:20])[N:16]([CH3:18])[CH3:17]>>[CH3:13][N:14]1[CH2:22][CH2:21][N:19]2[P:15]1[N:16]([CH3:18])[CH2:17][CH2:20]2. Reported procedure: A mixture of 5.00 g of 1,7-dimethyldiethylenetriamine and 6.22 g of hexamethylphosphorous triamide is heated to 80° C., at which temperature dimethylamine begins to be evolved. Evolution of dimethylamine continues for about 1 hour, during which time the temperature is gradually raised to 125° C. The mixture is distilled to give 5.75 g (95%) of 2,8-dimethyl-2,5,8-triaza-1-phosphabicyclo[3.3.0]octane as a clear, colorless liquid, which boils at 55°-65° C. at 0.30 mm. The nuclear magnetic-resonance... Reactants: OC1=C(C=C(C=NN2C=NC(=C2)C)C=C1C(C)(C)C)C(C)(C)C (1-(4-hydroxy-3,5-di-tert.-butylbenzylideneamino)-4-methylimidazole), [H][H] (hydrogen), Cl (hydrochloric acid), O (water). The reagents and catalysts are [C].[Pd] (palladium-carbon). Solvent: CO (methanol). The product is OC1=C(C=C(CNN2C=NC(=C2)C)C=C1C(C)(C)C)C(C)(C)C (1-(4-hydroxy-3,5-di-tert.-butylbenzylamino)-4-methylimidazole). As a reaction SMILES: [OH:1][C:2]1[C:15]([C:16]([CH3:19])([CH3:18])[CH3:17])=[CH:14][C:5]([CH:6]=[N:7][N:8]2[CH:12]=[C:11]([CH3:13])[N:10]=[CH:9]2)=[CH:4][C:3]=1[C:20]([CH3:23])([CH3:22])[CH3:21].Cl.O.[H][H]>CO.[C].[Pd]>[OH:1][C:2]1[C:15]([C:16]([CH3:18])([CH3:17])[CH3:19])=[CH:14][C:5]([CH2:6][NH:7][N:8]2[CH:12]=[C:11]([CH3:13])[N:10]=[CH:9]2)=[CH:4][C:3]=1[C:20]([CH3:23])([CH3:22])[CH3:21] |f:5.6|. Reported procedure: 6.1 g of 1-(4-hydroxy-3,5-di-tert.-butylbenzylideneamino)-4-methylimidazole are hydrogenated at normal pressure and room temperature in 100 ml of methanol, 21 ml of 1N hydrochloric acid and 30 ml of water in the presence of palladium-carbon. After 500 ml of hydrogen have been taken up, the mixture is filtered. The filtrate is evaporated to a volume of 50 ml. Then, 50 ml of water are added and the mixture is treated with saturated sodium bicarbonate solution up to a neutral reaction (pH=7). The s...